Dataset: the Open Reaction Database (ORD), a public repository of structured organic reaction records. Task: describe an organic reaction: reactants, conditions, products, and yield Starting materials: CCOCOc1cc2c(cc1CN1C(=O)c3ccccc3C1=O)OCO2, CCO, ClCCl, NN. Product: CCOCOc1cc2c(cc1CN)OCO2. Reaction SMILES: [CH2:1]([CH3:2])[O:3][CH2:4][O:5][c:6]1[c:7]([CH2:8][N:9]2[C:10](=[O:11])[c:12]3[cH:13][cH:14][cH:15][cH:16][c:17]3[C:18]2=[O:19])[cH:20][c:21]2[c:22]([cH:23]1)[O:24][CH2:25][O:26]2.[CH3:29][CH2:30][OH:31].[Cl:32][CH2:33][Cl:34].[NH2:27][NH2:28]>>[CH2:1]([CH3:2])[O:3][CH2:4][O:5][c:6]1[c:7]([CH2:8][NH2:9])[cH:20][c:21]2[c:22]([cH:23]1)[O:24][CH2:25][O:26]2. Reactants: NCC1=NOC(=N1)[C@@H](CC(=O)OC(C)(C)C)CCCC1CCCCC1 (tert-butyl(3R)-3-[3-(aminomethyl)-1,2,4-oxadiazol-5-yl]-6-cyclohexylhexanoate), C1(CC1)C(=O)Cl (cyclopropane carboxylic acid chloride). Product: C1(CCCCC1)CCC[C@H](CC(=O)OC(C)(C)C)C1=NC(=NO1)CNC(=O)C1CC1 (tert-butyl(3R)-6-cyclohexyl-3-(3-{[(cyclopropylcarbonyl)amino]methyl}-1,2,4-oxadiazol-5-yl)hexanoate). Yield: 107.5%. RXN SMILES: [NH2:1][CH2:2][C:3]1[N:7]=[C:6]([C@H:8]([CH2:17][CH2:18][CH2:19][CH:20]2[CH2:25][CH2:24][CH2:23][CH2:22][CH2:21]2)[CH2:9][C:10]([O:12][C:13]([CH3:16])([CH3:15])[CH3:14])=[O:11])[O:5][N:4]=1.[CH:26]1([C:29](Cl)=[O:30])[CH2:28][CH2:27]1>>[CH:20]1([CH2:19][CH2:18][CH2:17][C@@H:8]([C:6]2[O:5][N:4]=[C:3]([CH2:2][NH:1][C:29]([CH:26]3[CH2:28][CH2:27]3)=[O:30])[N:7]=2)[CH2:9][C:10]([O:12][C:13]([CH3:15])([CH3:16])[CH3:14])=[O:11])[CH2:21][CH2:22][CH2:23][CH2:24][CH2:25]1. Procedure details: Method as for preparation 50 using tert-butyl(3R)-3-[3-(aminomethyl)-1,2,4-oxadiazol-5-yl]-6-cyclohexylhexanoate (preparation 18) (204 mg, 0.57 mmol) and cyclopropane carboxylic acid chloride (62 μl, 0.68 mmol) as starting materials to afford the title compound as a colourless oil (257 mg). Reactants: COC1=CC=C(C=C1)N1[C@H]([C@@H](C1=O)CCCC1=CC=CC=C1)C1=CC=C(C=C1)C=CC(=O)OC (Trans Methyl 3-[4-[1-(4-Methoxyphenyl)-4-oxo-3-(3-phenylpropyl)-2-azetidinyl]phenyl]-2-propenoate). Run in CCOC(=O)C (EtOAc). Conditions: time 3 hour. The product is COC1=CC=C(C=C1)N1[C@H]([C@@H](C1=O)CCCC1=CC=CC=C1)C1=CC=C(C=C1)CCC(=O)OC (Trans methyl 3-[4-[1-(4-methoxyphenyl)-4-oxo-3-(3-phenylpropyl)-2-azetidinyl]phenyl]-propanoate). Isolated yield 99.3%. RXN SMILES: [CH3:1][O:2][C:3]1[CH:8]=[CH:7][C:6]([N:9]2[C:12](=[O:13])[C@@H:11]([CH2:14][CH2:15][CH2:16][C:17]3[CH:22]=[CH:21][CH:20]=[CH:19][CH:18]=3)[C@@H:10]2[C:23]2[CH:28]=[CH:27][C:26]([CH:29]=[CH:30][C:31]([O:33][CH3:34])=[O:32])=[CH:25][CH:24]=2)=[CH:5][CH:4]=1>CCOC(C)=O>[CH3:1][O:2][C:3]1[CH:8]=[CH:7][C:6]([N:9]2[C:12](=[O:13])[C@@H:11]([CH2:14][CH2:15][CH2:16][C:17]3[CH:22]=[CH:21][CH:20]=[CH:19][CH:18]=3)[C@@H:10]2[C:23]2[CH:24]=[CH:25][C:26]([CH2:29][CH2:30][C:31]([O:33][CH3:34])=[O:32])=[CH:27][CH:28]=2)=[CH:5][CH:4]=1. Procedure details: Dissolve the product of Example 2 (0.35 g, 0.77 mmol) in EtOAc (6 mL) and purge with N2. Add 10% Pd/C (0.082 g), purge the resulting suspension with H2 and stir under a balloon of H2 for 3 h. Filter the mixture through celite, wash the filter cake with EtOAc and concentrate the filtrate to obtain 0.35 g (100%) of the title compound as a clear oil. MS (EI): 455(M+, 13), 308(31), 217(78), 185(25), 149(52), 129(100). Reactants: ClC1=C(C=CC=C1)C=1C=NC(NN1)=O (6-(o-chlorophenyl)-1,2,4-triazin-3(2H)-one), C(Cl)(Cl)Cl (chloroform), P(=O)(Cl)(Cl)Cl (phosphorus oxychloride). Run in CN(C=O)C (N,N-dimethylformamide). Product: ClC=1N=NC(=CN1)C1=C(C=CC=C1)Cl (3-chloro-6-(o-chlorophenyl)-1,2,4-triazine). Reaction SMILES: [Cl:1][C:2]1[CH:7]=[CH:6][CH:5]=[CH:4][C:3]=1[C:8]1[CH:9]=[N:10][C:11](=O)[NH:12][N:13]=1.C(Cl)(Cl)[Cl:16].P(Cl)(Cl)(Cl)=O>CN(C)C=O>[Cl:16][C:11]1[N:12]=[N:13][C:8]([C:3]2[CH:4]=[CH:5][CH:6]=[CH:7][C:2]=2[Cl:1])=[CH:9][N:10]=1. Procedure details: A suspension of 53 g. of 6-(o-chlorophenyl)-1,2,4-triazin-3(2H)-one in 400 ml. of chloroform is cooled in an ice bath and 400 ml. of phosphorus oxychloride is added followed by 3 g. of N,N-dimethylformamide. The mixture is refluxed overnight and treated as described in Example 12, giving 3-chloro-6-(o-chlorophenyl)-1,2,4-triazine as white needles.